This data is from the Open Reaction Database (ORD), a public repository of structured organic reaction records. The task is: describe an organic reaction: reactants, conditions, products, and yield The reactants are CC(=O)O, CO, O=Cc1ccco1, Nc1n[nH]c2ncnc(Nc3cccc(Cl)c3)c12. The product is Clc1cccc(Nc2ncnc3[nH]nc(N=Cc4ccco4)c23)c1. As a reaction SMILES: [CH3:19][C:20](=[O:21])[OH:22].[CH3:30][OH:31].[CH:23]([c:24]1[cH:25][cH:26][cH:27][o:28]1)=[O:29].[NH2:1][c:2]1[n:3][nH:4][c:5]2[n:6][cH:7][n:8][c:9]([NH:11][c:12]3[cH:13][c:14]([Cl:18])[cH:15][cH:16][cH:17]3)[c:10]12>>[N:1]([c:2]1[n:3][nH:4][c:5]2[n:6][cH:7][n:8][c:9]([NH:11][c:12]3[cH:13][c:14]([Cl:18])[cH:15][cH:16][cH:17]3)[c:10]12)=[CH:23][c:24]1[cH:25][cH:26][cH:27][o:28]1. The product is ClC1=C(C=CC=C1)C=CC=1NC2=CC=C(C=C2C1)[N+](=O)[O-] (2-[2-(2-Chlorophenyl)ethenyl]-5-nitro-1H-indole). Procedure: Reaction of the aldehyde (904) prepared as described in example 454 with 2-chlorobenzyltriphenylphosphonium chloride using the procedure described in example 37(at room temperature) gave the diene (905) as a mixture of E/Z isomers as a yellow solid (95%). Crystallisation from aqueous methanol yielded the pure E-isomer as yellow needles (80%), mp 230–232° C. 1H NMR δ [(CD3)2SO] 12.28 (br s, 1H), 8.55 (d, J=2.3 Hz, 1H), 8.03 (dd, J=9.1, 2.3 Hz, 1H), 7.91 (dd, J=7.8, 1.5 Hz, 1H), 7.32–7.61 (m, 6H),... RXN SMILES: [N+:1]([C:4]1[CH:5]=[C:6]2[C:10](=[CH:11][CH:12]=1)[NH:9][C:8]([CH:13]=O)=[CH:7]2)([O-:3])=[O:2].[Cl-].[Cl:16][C:17]1[CH:42]=[CH:41][CH:40]=[CH:39][C:18]=1[CH2:19][P+](C1C=CC=CC=1)(C1C=CC=CC=1)C1C=CC=CC=1>>[Cl:16][C:17]1[CH:42]=[CH:41][CH:40]=[CH:39][C:18]=1[CH:19]=[CH:13][C:8]1[NH:9][C:10]2[C:6]([CH:7]=1)=[CH:5][C:4]([N+:1]([O-:3])=[O:2])=[CH:12][CH:11]=2 |f:1.2|. Starting materials: [N+](=O)([O-])C=1C=C2C=C(NC2=CC1)C=O (5-Nitro-1H-indole-2-carbaldehyde), [Cl-].ClC1=C(C[P+](C2=CC=CC=C2)(C2=CC=CC=C2)C2=CC=CC=C2)C=CC=C1 (2-chlorobenzyltriphenylphosphonium chloride). The reactants are anthraquinones, [N+](=O)(O)[O-] (nitric acid), crude product, C(C1=CC=CC=C1)C1=C(C=CC=C1)C (o-benzyl-toluene), [N+](=O)(O)[O-] (nitric acid), CO (methanol). Product: C1=CC=CC=2C(C3=CC=CC=C3C(C12)=O)=O (anthraquinone). RXN SMILES: [CH2:1]([C:8]1[CH:13]=[CH:12][CH:11]=[CH:10][C:9]=1C)[C:2]1[CH:7]=[CH:6][CH:5]=[CH:4][CH:3]=1.[N+]([O-])(O)=[O:16].[CH3:19][OH:20]>>[CH:6]1[C:7]2[C:19](=[O:20])[C:13]3[C:8](=[CH:9][CH:10]=[CH:11][CH:12]=3)[C:1](=[O:16])[C:2]=2[CH:3]=[CH:4][CH:5]=1. Reported procedure: A process for the manufacture of anthraquinones in which o-benzyl-toluene is first oxidized with 25 to 50 weight-% nitric acid at atmospheric pressure and moderate temperatures, and then further oxidized with a more dilute nitric acid at elevated temperatures and pressures to yield crude o-benzoyl-benzoic acid. The crude product is then esterified with methanol, the methyl ester distilled and, when necessary, recrystallized, and heated with concentrated sulfuric acid to yield anthraquinone in hi...